From a dataset of the Open Reaction Database (ORD), a public repository of structured organic reaction records. describe an organic reaction: reactants, conditions, products, and yield As a reaction SMILES: [CH3:1][O:2][CH2:3][N:4]([CH2:5][c:6]1[cH:7][cH:8][cH:9][cH:10][cH:11]1)[CH2:12][Si:13]([CH3:14])([CH3:15])[CH3:16].[CH:17]1([O:22][c:23]2[cH:24][c:25]([C:31]([C:32](=[O:33])[O:34][CH3:35])=[CH2:36])[cH:26][cH:27][c:28]2[O:29][CH3:30])[CH2:18][CH2:19][CH2:20][CH2:21]1.[Cl:44][CH2:45][Cl:46].[OH:37][C:38]([C:39]([F:40])([F:41])[F:42])=[O:43]>>[CH2:3]1[N:4]([CH2:5][c:6]2[cH:7][cH:8][cH:9][cH:10][cH:11]2)[CH2:12][C:31]([c:25]2[cH:24][c:23]([O:22][CH:17]3[CH2:18][CH2:19][CH2:20][CH2:21]3)[c:28]([O:29][CH3:30])[cH:27][cH:26]2)([C:32](=[O:33])[O:34][CH3:35])[CH2:36]1. Yields the product COC(=O)C1(c2ccc(OC)c(OC3CCCC3)c2)CCN(Cc2ccccc2)C1. The reactants are COCN(Cc1ccccc1)C[Si](C)(C)C, C=C(C(=O)OC)c1ccc(OC)c(OC2CCCC2)c1, ClCCl, O=C(O)C(F)(F)F. The reactants are COC(CC1=CC=C(C=C1)OC1=C(C=C(C=C1)C(F)(F)F)N)=O ([4-(2-Amino-4-trifluoromethyl-phenoxy)-phenyl]-acetic acid methyl ester), C([O-])([O-])=O.[K+].[K+] (potassium carbonate), Cl (HCl), C=1(C(=CC=CC1)S(=O)(=O)Cl)C (toluenesulfonyl chloride). The solvent is C(C)(=O)OCC (ethyl acetate), O (water). Run at time 8 hour. Product: COC(CC1=CC=C(C=C1)OC1=C(C=C(C=C1)C(F)(F)F)NS(=O)(=O)C1=CC=C(C=C1)C)=O ({4-[2-(toluene-4-sulfonylamino)-4-trifluoromethyl-phenoxy]-phenyl}-acetic acid methyl ester). Isolated yield 37.3%. RXN SMILES: [CH3:1][O:2][C:3](=[O:23])[CH2:4][C:5]1[CH:10]=[CH:9][C:8]([O:11][C:12]2[CH:17]=[CH:16][C:15]([C:18]([F:21])([F:20])[F:19])=[CH:14][C:13]=2[NH2:22])=[CH:7][CH:6]=1.[C:24](=O)([O-])[O-].[K+].[K+].[C:30]1(C)[C:31]([S:36](Cl)(=[O:38])=[O:37])=[CH:32][CH:33]=[CH:34][CH:35]=1.Cl>C(OCC)(=O)C.O>[CH3:1][O:2][C:3](=[O:23])[CH2:4][C:5]1[CH:10]=[CH:9][C:8]([O:11][C:12]2[CH:17]=[CH:16][C:15]([C:18]([F:20])([F:19])[F:21])=[CH:14][C:13]=2[NH:22][S:36]([C:31]2[CH:30]=[CH:35][C:34]([CH3:24])=[CH:33][CH:32]=2)(=[O:37])=[O:38])=[CH:7][CH:6]=1 |f:1.2.3|. Procedure details: [4-(2-Amino-4-trifluoromethyl-phenoxy)-phenyl]-acetic acid methyl ester (84 mg, 0.542 mmol) was added to a mixture of 150 mg (1.08 mmol) of potassium carbonate in 3 mL of ethyl acetate in presence of 0.5 mL of water. To the resulting mixture was added 155 mg (0.813 mmol) toluenesulfonyl chloride. The resulting mixture was allowed to stir at room temperature overnight. Upon completion, 20 mL of 2N HCl aqueous solution was added and the resulting mixture was extracted with ethyl acetate (3×30 mL).... The reactants are BrB(Br)Br, COc1ccc(-c2c(CN3C(=O)c4ccccc4C3=O)n(C)c(=O)c3ccc(Cl)cc23)cc1, ClCCl, O. RXN SMILES: [B:34]([Br:35])([Br:36])[Br:37].[Cl:1][c:2]1[cH:3][c:4]2[c:5](-[c:26]3[cH:27][cH:28][c:29]([O:32][CH3:33])[cH:30][cH:31]3)[c:6]([CH2:14][N:15]3[C:16](=[O:25])[c:17]4[cH:18][cH:19][cH:20][cH:21][c:22]4[C:23]3=[O:24])[n:7]([CH3:13])[c:8](=[O:12])[c:9]2[cH:10][cH:11]1.[Cl:39][CH2:40][Cl:41].[OH2:38]>>[Cl:1][c:2]1[cH:3][c:4]2[c:5](-[c:26]3[cH:27][cH:28][c:29]([OH:32])[cH:30][cH:31]3)[c:6]([CH2:14][N:15]3[C:16](=[O:25])[c:17]4[cH:18][cH:19][cH:20][cH:21][c:22]4[C:23]3=[O:24])[n:7]([CH3:13])[c:8](=[O:12])[c:9]2[cH:10][cH:11]1. Yields the product Cn1c(CN2C(=O)c3ccccc3C2=O)c(-c2ccc(O)cc2)c2cc(Cl)ccc2c1=O.